Dataset: the Open Reaction Database (ORD), a public repository of structured organic reaction records. Task: describe an organic reaction: reactants, conditions, products, and yield Reactants: C1(CCC(N1)=O)=O (succinimide), C([O-])([O-])=O.[K+].[K+] (potassium carbonate), NC1=C2NC(N(C2=NC(=N1)OCCCC)CCCCl)=O (6-Amino-9-(3-chloropropyl)-2-butoxy-7,9-dihydro-8H-purin-8-one). Solvent: CS(=O)C (DMSO). Reaction conditions: temperature 60 celsius, time 16 hour. Yields the product NC1=C2NC(N(C2=NC(=N1)OCCCC)CCCN1C(CCC1=O)=O)=O (1-[3-(6-Amino-2-butoxy-8-oxo-7,8-dihydro-9H-purin-9-yl)propyl]pyrrolidine-2,5-dione). Yield: 35.8%. Reaction SMILES: [NH2:1][C:2]1[N:10]=[C:9]([O:11][CH2:12][CH2:13][CH2:14][CH3:15])[N:8]=[C:7]2[C:3]=1[NH:4][C:5](=[O:20])[N:6]2[CH2:16][CH2:17][CH2:18]Cl.[C:21]1(=[O:27])[NH:25][C:24](=[O:26])[CH2:23][CH2:22]1.C(=O)([O-])[O-].[K+].[K+]>CS(C)=O>[NH2:1][C:2]1[N:10]=[C:9]([O:11][CH2:12][CH2:13][CH2:14][CH3:15])[N:8]=[C:7]2[C:3]=1[NH:4][C:5](=[O:20])[N:6]2[CH2:16][CH2:17][CH2:18][N:25]1[C:21](=[O:27])[CH2:22][CH2:23][C:24]1=[O:26] |f:2.3.4|. Reported procedure: The product from example 1 step (vii) (0.15 g) was dissolved in DMSO (2 mL) and succinimide (0.25 g) and potassium carbonate (0.07 g) was added. The reaction mixture stirred at 60° C. for 16 h. The reaction mixture was filtered through a filter disc and purified via RP-prep-HPLC to give title the compound (0.065 g) Starting materials: [Br-], Cc1cc(C)c(B(O)O)c(C)c1, CCCC[N+](CCCC)(CCCC)CCCC, COc1cnn(C)c(=O)c1Cl, [Na+], [Na+], O=C([O-])[O-], C1COCCO1, O, c1ccc(P(c2ccccc2)(c2ccccc2)[Pd](P(c2ccccc2)(c2ccccc2)c2ccccc2)(P(c2ccccc2)(c2ccccc2)c2ccccc2)P(c2ccccc2)(c2ccccc2)c2ccccc2)cc1. Yields the product COc1cnn(C)c(=O)c1-c1c(C)cc(C)cc1C. RXN SMILES: [Br-:36].[CH3:18][c:19]1[c:20]([B:27]([OH:28])[OH:29])[c:21]([CH3:26])[cH:22][c:23]([CH3:25])[cH:24]1.[CH3:37][CH2:38][CH2:39][CH2:40][N+:41]([CH2:42][CH2:43][CH2:44][CH3:45])([CH2:46][CH2:47][CH2:48][CH3:49])[CH2:50][CH2:51][CH2:52][CH3:53].[Cl:7][c:8]1[c:9](=[O:17])[n:10]([CH3:16])[n:11][cH:12][c:13]1[O:14][CH3:15].[Na+:30].[Na+:31].[O-:32][C:33](=[O:34])[O-:35].[O:1]1[CH2:2][CH2:3][O:4][CH2:5][CH2:6]1.[OH2:131].[cH:54]1[cH:55][cH:56][c:57]([P:58]([Pd:59]([P:60]([c:61]2[cH:62][cH:63][cH:64][cH:65][cH:66]2)([c:67]2[cH:68][cH:69][cH:70][cH:71][cH:72]2)[c:73]2[cH:74][cH:75][cH:76][cH:77][cH:78]2)([P:79]([c:80]2[cH:81][cH:82][cH:83][cH:84][cH:85]2)([c:86]2[cH:87][cH:88][cH:89][cH:90][cH:91]2)[c:92]2[cH:93][cH:94][cH:95][cH:96][cH:97]2)[P:98]([c:99]2[cH:100][cH:101][cH:102][cH:103][cH:104]2)([c:105]2[cH:106][cH:107][cH:108][cH:109][cH:110]2)[c:111]2[cH:112][cH:113][cH:114][cH:115][cH:116]2)([c:117]2[cH:118][cH:119][cH:120][cH:121][cH:122]2)[c:123]2[cH:124][cH:125][cH:126][cH:127][cH:128]2)[cH:129][cH:130]1>>[c:8]1(-[c:20]2[c:19]([CH3:18])[cH:24][c:23]([CH3:25])[cH:22][c:21]2[CH3:26])[c:9](=[O:17])[n:10]([CH3:16])[n:11][cH:12][c:13]1[O:14][CH3:15]. The solvent is CO (MeOH). The product is C1(=CC=C(C=C1)C=1OC2=C(N1)C=CC(=C2)C2CCN(CC2)C(=O)OC(C)(C)C)C (tert-butyl 4-(2-p-tolylbenzo[d]oxazol-6-yl)piperidine-1-carboxylate). The yield is 72.8%. As a reaction SMILES: F[CH:2](F)[C:3]1[CH:8]=[CH:7][C:6]([C:9]2[O:10][C:11]3[CH:17]=[C:16]([C:18]4[CH2:23][CH2:22][N:21]([C:24]([O:26][C:27]([CH3:30])([CH3:29])[CH3:28])=[O:25])[CH2:20][CH:19]=4)[CH:15]=[CH:14][C:12]=3[N:13]=2)=[CH:5][CH:4]=1>CO.[Pd]>[C:3]1([CH3:2])[CH:4]=[CH:5][C:6]([C:9]2[O:10][C:11]3[CH:17]=[C:16]([CH:18]4[CH2:19][CH2:20][N:21]([C:24]([O:26][C:27]([CH3:29])([CH3:28])[CH3:30])=[O:25])[CH2:22][CH2:23]4)[CH:15]=[CH:14][C:12]=3[N:13]=2)=[CH:7][CH:8]=1. Reported procedure: Intermediate 48 (45 mg, 0.14 mmol) dissolved in MeOH (10 ml) and added Pd/C (5%) (100 mg). This mixture was stirred under 60 Psi hydrogen pressure for 15 h in an autoclave. After completion of the reaction, reaction mixture filtered through a bed of celite and celite was washed with MeOH. Combined MeOH layers were removed on rotavapour to obtain the residue. Residue was triturated with petether to obtain the titled compound (40 mg) as an off-white solid. MS (m/z): 393.2 [M+H]+. The reactants are FC(C1=CC=C(C=C1)C=1OC2=C(N1)C=CC(=C2)C2=CCN(CC2)C(=O)OC(C)(C)C)F (Tert-butyl 4-{2-[4-(difluoromethyl)phenyl]benzo[d]oxazol-6-yl}-5,6-dihydropyridine-1(2H)-carboxylate), Psi hydrogen. Reagents/catalysts: [Pd] (Pd/C). Reactants: Cl (HCl), C(C1=CC=CC=C1)N1C(C=2N=CN([C@H]3[C@H](O)[C@H](O)[C@@H](CO)O3)C2N=C1N)=O (N1-Benzyl guanosine), [SiH](C)(C)C (TMSH). Reagents/catalysts: C/C(=C/C(=O)C)/O.[Ag] (silver acetylacetonate). Run in CN(C=O)C (dimethylformamide). Conditions: temperature 70 celsius. Product: C(C1=CC=CC=C1)N1C(C=2N=CN([C@H]3[C@H](OC)[C@H](O)[C@@H](CO)O3)C2N=C1N)=O (N1-Benzyl-2′-O-Methyl Guanosine). Reaction SMILES: [CH2:1]([N:8]1[C:25]([NH2:26])=[N:24][C:23]2[N:13]([C@@H:14]3[O:22][C@H:19]([CH2:20][OH:21])[C@@H:17]([OH:18])[C@H:15]3[OH:16])[CH:12]=[N:11][C:10]=2[C:9]1=[O:27])[C:2]1[CH:7]=[CH:6][CH:5]=[CH:4][CH:3]=1.[SiH](C)(C)[CH3:29].Cl>C/C(/O)=C/C(C)=O.[Ag].CN(C)C=O>[CH2:1]([N:8]1[C:25]([NH2:26])=[N:24][C:23]2[N:13]([C@@H:14]3[O:22][C@H:19]([CH2:20][OH:21])[C@@H:17]([OH:18])[C@H:15]3[O:16][CH3:29])[CH:12]=[N:11][C:10]=2[C:9]1=[O:27])[C:2]1[CH:3]=[CH:4][CH:5]=[CH:6][CH:7]=1 |f:3.4|. Reported procedure: A 1 L pear shaped recovery flask with stir bar was charged with a mixture of 16 (50 g, 134 mmol), silver acetylacetonate (41 g 200 mmol), TMSH (200 ml of 1N solution in methanol) and dimethylformamide (400 ml). The flask was heated to 70° C. for two hours. The solution was cooled to ambient temperature, neutralized to pH 7 with 1M HCl, and dried to a solid tar. The tar was dissolved in water (500 ml) and filtered through a sintered glass funnel to remove silver salts. The product was evaporated ... Reactants: ClC1=CC(=C(C=C1Cl)N)N (4,5-Dichlorophenylenediamine), C(C=O)(=O)OCC (ethyl glyoxylate), C1(=CC=CC=C1)C (toluene). Solvent: C(C)O (ethanol). The product is ClC=1C=C2N=CC(NC2=CC1Cl)=O (6,7-dichloro-2(1H)-quinoxalinone). RXN SMILES: [Cl:1][C:2]1[C:7]([Cl:8])=[CH:6][C:5]([NH2:9])=[C:4]([NH2:10])[CH:3]=1.[C:11](OCC)(=O)[CH:12]=[O:13].C1(C)C=CC=CC=1>C(O)C>[Cl:1][C:2]1[CH:3]=[C:4]2[C:5](=[CH:6][C:7]=1[Cl:8])[NH:9][C:12](=[O:13])[CH:11]=[N:10]2. Procedure: 4,5-Dichlorophenylenediamine (26.0 g, 147 mmol) and 50% ethyl glyoxylate in toluene (32 mL, 161 mmol) in ethanol (250 mL) was refluxed for 18 h. The reaction was cooled and the crystallized brown product was collected by filtration, then washed with ethanol (50 mL). The obtained product (25.5 g, 81%) was 96% pure via LC/MS. MS (ES) m/e 215[M+H]+. The reactants are CO, CS(=O)(=O)Cl, NCCC(=O)O, [Na+], [OH-]. The product is CS(=O)(=O)NCCC(=O)O. RXN SMILES: [CH3:14][OH:15].[CH3:7][S:8]([Cl:9])(=[O:10])=[O:11].[NH2:1][CH2:2][CH2:3][C:4](=[O:5])[OH:6].[Na+:13].[OH-:12]>>[NH:1]([CH2:2][CH2:3][C:4](=[O:5])[OH:6])[S:8]([CH3:7])(=[O:10])=[O:11].